Dataset: the Open Reaction Database (ORD), a public repository of structured organic reaction records. Task: describe an organic reaction: reactants, conditions, products, and yield Starting materials: FC1=CC=C(C=C1)C=1NC(=CC1C1=CC=NC=C1)C1CCN(CC1)C[C@@H]1NCCO[C@@H]1C (2-(4-fluorophenyl)-5-[N-[(2R,3S)-(2-methylmorpholin-3-yl)methyl]piperidin-4-yl]-3-(4-pyridyl)pyrrole), C=O (formaldehyde), CN(C)CCO (dimethylaminoethanol). The solvent is C(C)O (ethanol). Conditions: time 8 hour. Product: FC1=CC=C(C=C1)C=1NC(=CC1C1=CC=NC=C1)C1CCN(CC1)C[C@@H]1N(CCO[C@@H]1C)C (2-(4-fluorophenyl)-5-[N-[(2R,3S)-(2,4-dimethylmorpholin-3-yl)methyl]piperidin-4-yl]-3-(4-pyridyl)pyrrole). The yield is 83.0%. Reaction SMILES: [F:1][C:2]1[CH:7]=[CH:6][C:5]([C:8]2[NH:9][C:10]([CH:19]3[CH2:24][CH2:23][N:22]([CH2:25][C@H:26]4[C@@H:31]([CH3:32])[O:30][CH2:29][CH2:28][NH:27]4)[CH2:21][CH2:20]3)=[CH:11][C:12]=2[C:13]2[CH:18]=[CH:17][N:16]=[CH:15][CH:14]=2)=[CH:4][CH:3]=1.C=O.[CH3:35]N(CCO)C>C(O)C>[F:1][C:2]1[CH:3]=[CH:4][C:5]([C:8]2[NH:9][C:10]([CH:19]3[CH2:24][CH2:23][N:22]([CH2:25][C@H:26]4[C@@H:31]([CH3:32])[O:30][CH2:29][CH2:28][N:27]4[CH3:35])[CH2:21][CH2:20]3)=[CH:11][C:12]=2[C:13]2[CH:18]=[CH:17][N:16]=[CH:15][CH:14]=2)=[CH:6][CH:7]=1. Procedure: To a stirred solution of the product of Step C (21 mg, 0.048 mmol) in 2 mL ethanol was added formaldehyde (37% in H2O, 20 ul, 0.24 mmol), followed by borane-pyridine complex (12 ul, 0.097 mmol). After stirring overnight, the reaction was treated with dimethylaminoethanol (1 mL) and heated for 2 hours. Solvent was removed in vacuo. Purification by prep-TLC afforded the desired product (120 mg, 83%).1.2(d, J=6.3 Hz, 3H), 1.9(m, 1H), 2.1(m, 2H), 2.4(s, 3H), 2.5(m, 1H), 2.7(m, 1H), 3.4(m, 1H), 3.6(m... Reactants: C1(=CC=CC=C1)CCCN1[C@H](CN[C@@H](C1)C)C (trans-1-(3-phenylpropyl)-2,5-dimethylpiperazine), CC1=C(OC=C1)C(=O)Cl (3-methyl-2-furoyl chloride). Solvent: C1=CC=CC=C1 (benzene). Product: Cl.C1(=CC=CC=C1)CCCN1[C@H](CN([C@@H](C1)C)C(=O)C=1OC=CC1C)C (trans-1-(3-Phenylpropyl)-2,5-dimethyl-4-(3-methyl-2-furoyl)piperazine hydrochloride). As a reaction SMILES: [C:1]1([CH2:7][CH2:8][CH2:9][N:10]2[CH2:15][C@@H:14]([CH3:16])[NH:13][CH2:12][C@@H:11]2[CH3:17])[CH:6]=[CH:5][CH:4]=[CH:3][CH:2]=1.[CH3:18][C:19]1[CH:23]=[CH:22][O:21][C:20]=1[C:24]([Cl:26])=[O:25]>C1C=CC=CC=1>[ClH:26].[C:1]1([CH2:7][CH2:8][CH2:9][N:10]2[CH2:15][C@@H:14]([CH3:16])[N:13]([C:24]([C:20]3[O:21][CH:22]=[CH:23][C:19]=3[CH3:18])=[O:25])[CH2:12][C@@H:11]2[CH3:17])[CH:6]=[CH:5][CH:4]=[CH:3][CH:2]=1 |f:3.4|. Procedure: The compound was obtained by following the same process as in Example 2 from a mixture of trans-1-(3-phenylpropyl)-2,5-dimethylpiperazine, 3-methyl-2-furoyl chloride and benzene. Reactants: ClCCCSC1=CC=CC=C1 (1-chloro-3-(phenylthio)propane), C1(C=2C(C(N1)=O)=CC=CC2)=O.[K] (potassium phthalimide). Run in CN(C=O)C (dimethylformamide). Yields the product C1(=CC=CC=C1)SCCCN1C(C2=CC=CC=C2C1=O)=O (2-[3-(Phenylthio)propyl]-1H-isoindole-1,3-(2H)dione). Yield: 63.8%. RXN SMILES: Cl[CH2:2][CH2:3][CH2:4][S:5][C:6]1[CH:11]=[CH:10][CH:9]=[CH:8][CH:7]=1.[C:12]1(=[O:22])[NH:16][C:15](=[O:17])[C:14]2=[CH:18][CH:19]=[CH:20][CH:21]=[C:13]12.[K]>CN(C)C=O>[C:6]1([S:5][CH2:4][CH2:3][CH2:2][N:16]2[C:12](=[O:22])[C:13]3[C:14](=[CH:18][CH:19]=[CH:20][CH:21]=3)[C:15]2=[O:17])[CH:11]=[CH:10][CH:9]=[CH:8][CH:7]=1 |f:1.2,^1:22|. Procedure: A solution of 32.86 g (0.177 mole) of 1-chloro-3-(phenylthio)propane and 33.7 g (0.182 mole) of potassium phthalimide in 500 ml of dimethylformamide was stirred at 80° C. for 19 hr. The dimethylformamide was removed in vacuo. The residue was dissolved in methylene chloride and the resulting solution extracted with several portions of dilute sodium hydroxide solution. The methylene chloride layer was dried over magnesium sulfate, filtered, and the filtrate evaporated in vacuo. The resulting solid...